From a dataset of the Open Reaction Database (ORD), a public repository of structured organic reaction records. describe an organic reaction: reactants, conditions, products, and yield Starting materials: [N+](=O)([O-])C1=CC(=C(C=C1)SCl)C(Cl)(Cl)Cl (4-nitro-2-trichloromethylbenzenesulfenyl chloride), SC1=C(C(=O)O)C=CC=C1 (2-mercaptobenzoic acid). Product: [N+](=O)([O-])C1=CC(=C(C=C1)SSC1=C(C(=O)O)C=CC=C1)C(Cl)(Cl)Cl (o-(4-nitro-2-trichloromethylphenyldithio)-benzoic acid). Isolated yield 87.1%. As a reaction SMILES: [N+:1]([C:4]1[CH:9]=[CH:8][C:7]([S:10]Cl)=[C:6]([C:12]([Cl:15])([Cl:14])[Cl:13])[CH:5]=1)([O-:3])=[O:2].[SH:16][C:17]1[CH:25]=[CH:24][CH:23]=[CH:22][C:18]=1[C:19]([OH:21])=[O:20]>>[N+:1]([C:4]1[CH:9]=[CH:8][C:7]([S:10][S:16][C:17]2[CH:25]=[CH:24][CH:23]=[CH:22][C:18]=2[C:19]([OH:21])=[O:20])=[C:6]([C:12]([Cl:15])([Cl:14])[Cl:13])[CH:5]=1)([O-:3])=[O:2]. Procedure: 61.4 g of 4-nitro-2-trichloromethylbenzenesulfenyl chloride are reacted with 32 g of 2-mercaptobenzoic acid by a method similar to that of Example 1. 74 g (87% of theory) of o-(4-nitro-2-trichloromethylphenyldithio)-benzoic acid of melting point 224° C., are obtained. Starting materials: BrC1=CC(=C(O[C@@H]2C(N(CC2)C2CCN(CC2)C(=O)OC(C)(C)C)=O)C=C1C)F ((S)-tert-butyl 4-(3-(4-bromo-2-fluoro-5-methylphenoxy)-2-oxopyrrolidin-1-yl)piperidine-1-carboxylate), Cl (HCl). The solvent is C(Cl)Cl.CO (CH2Cl2 MeOH), O1CCOCC1 (dioxane). Run at time 8 hour. Yields the product Cl.BrC1=CC(=C(O[C@@H]2C(N(CC2)C2CCNCC2)=O)C=C1C)F ((S)-3-(4-bromo-2-fluoro-5-methylphenoxy)-1-(piperidin-4-yl)pyrrolidin-2-one hydrochloride). The yield is 101.0%. Reaction SMILES: [Br:1][C:2]1[C:27]([CH3:28])=[CH:26][C:5]([O:6][C@H:7]2[CH2:11][CH2:10][N:9]([CH:12]3[CH2:17][CH2:16][N:15](C(OC(C)(C)C)=O)[CH2:14][CH2:13]3)[C:8]2=[O:25])=[C:4]([F:29])[CH:3]=1.[ClH:30]>C(Cl)Cl.CO.O1CCOCC1>[ClH:30].[Br:1][C:2]1[C:27]([CH3:28])=[CH:26][C:5]([O:6][C@H:7]2[CH2:11][CH2:10][N:9]([CH:12]3[CH2:17][CH2:16][NH:15][CH2:14][CH2:13]3)[C:8]2=[O:25])=[C:4]([F:29])[CH:3]=1 |f:2.3,5.6|. Procedure details: (S)-tert-butyl 4-(3-(4-bromo-2-fluoro-5-methylphenoxy)-2-oxopyrrolidin-1-yl)piperidine-1-carboxylate (2.3 g, 4.9 mmol) was dissolved in CH2Cl2:MeOH (9:1, 50 mL). 4N HCl in dioxane (10 mL) was added and the reaction stirred at ambient temperature overnight. The reaction was concentrated to afford crude (S)-3-(4-bromo-2-fluoro-5-methylphenoxy)-1-(piperidin-4-yl)pyrrolidin-2-one hydrochloride (2.0 g, 4.9 mmol, 101% yield) which was used without further purification.